This data is from the Open Reaction Database (ORD), a public repository of structured organic reaction records. The task is: describe an organic reaction: reactants, conditions, products, and yield Starting materials: Cl.ClC=1C=CC(=C(C1)NN)C (5-chloro-2-methylphenylhydrazine HCl), NC(=CC#N)C (3-amino-2-butene nitrile). Product: NC1=CC(=NN1C1=C(C=C(C=C1)Cl)C)C (5-Amino-3-methyl-1-(4-chloro-2-methylphenyl) pyrazole). RXN SMILES: [ClH:1].Cl[C:3]1[CH:4]=[CH:5][C:6]([CH3:11])=[C:7]([NH:9][NH2:10])[CH:8]=1.N[C:13]([CH3:17])=[CH:14][C:15]#[N:16]>>[NH2:16][C:15]1[N:9]([C:7]2[CH:8]=[CH:3][C:4]([Cl:1])=[CH:5][C:6]=2[CH3:11])[N:10]=[C:13]([CH3:17])[CH:14]=1 |f:0.1|. Procedure details: 5-chloro-2-methylphenylhydrazine HCl (80.32 g.) was reacted with 3-amino-2-butene nitrile (32.5 g.) as described in Example XLIII to give 60.5 g. product, mp 86°-87°. As a reaction SMILES: S([C:5]1[CH:11]=[CH:10][C:8](C)=[CH:7][CH:6]=1)([O-])(=O)=O.[O-:12][C:13]1C=CC=[CH:15][CH:14]=1.[K+].[CH3:20][N:21]([CH3:24])[CH:22]=[O:23]>>[CH3:20][N:21]1[CH2:24][CH:14]([CH2:13][O:12][C:5]2[CH:6]=[CH:7][CH:8]=[CH:10][CH:11]=2)[CH2:15][C:22]1=[O:23] |f:1.2|. The product is CN1C(CC(C1)COC1=CC=CC=C1)=O (1-Methyl-4-phenoxymethyl-pyrrolidin-2-one). Procedure details: A solution of the resulting tosylate (21.5 g; 0.075 mole) and of potassium phenoxide (10 g; 0.075 mole) in dimethylformamide (150 ml) is refluxed for 2 hrs. Reactants: S(=O)(=O)([O-])C1=CC=C(C)C=C1 (tosylate), [O-]C1=CC=CC=C1.[K+] (potassium phenoxide), CN(C=O)C (dimethylformamide). Starting materials: C(CCCCCCCC)C1(CC2=CC=CC=C2CC1)C(=O)Cl (2-n-nonyl-1,2,3,4-tetrahydro-2-naphthoyl chloride), COC1=C(N)C(=CC(=C1)OC)OC (2,4,6-trimethoxyaniline). The reagents and catalysts are CN(C1=CC=NC=C1)C (4-dimethylaminopyridine). Solvent: C(Cl)Cl (methylene chloride). Reaction conditions: time 20 hour. The product is C(CCCCCCCC)C1(CC2=CC=CC=C2CC1)C(=O)NC1=C(C=C(C=C1OC)OC)OC (2-n-Nonyl-N-(2,4,6-trimethoxyphenyl)-1,2,3,4-tetrahydro-2-naphthamide), product. Yield: 68.0%. RXN SMILES: [CH2:1]([C:10]1([C:20](Cl)=[O:21])[CH2:19][CH2:18][C:17]2[C:12](=[CH:13][CH:14]=[CH:15][CH:16]=2)[CH2:11]1)[CH2:2][CH2:3][CH2:4][CH2:5][CH2:6][CH2:7][CH2:8][CH3:9].[CH3:23][O:24][C:25]1[CH:31]=[C:30]([O:32][CH3:33])[CH:29]=[C:28]([O:34][CH3:35])[C:26]=1[NH2:27]>CN(C)C1C=CN=CC=1.C(Cl)Cl>[CH2:1]([C:10]1([C:20]([NH:27][C:26]2[C:28]([O:34][CH3:35])=[CH:29][C:30]([O:32][CH3:33])=[CH:31][C:25]=2[O:24][CH3:23])=[O:21])[CH2:19][CH2:18][C:17]2[C:12](=[CH:13][CH:14]=[CH:15][CH:16]=2)[CH2:11]1)[CH2:2][CH2:3][CH2:4][CH2:5][CH2:6][CH2:7][CH2:8][CH3:9]. Reported procedure: The title compound was prepared according to the procedure described in Example 65, except that 422 mg 2-n-nonyl-1,2,3,4-tetrahydro-2-naphthoyl chloride, 247 mg (1.3 mmole) 2,4,6-trimethoxyaniline, and 165 mg (1.3 mmole) 4-dimethylaminopyridine in 12 ml methylene chloride were stirred at room temperature for 20 hours. There was obtained 421 mg product (68% yield). IR(CHCl3) 1670 cm-1. 1H NMR: δ0.87 (t, 3H); 1.25 (c, 12H); 1.5 (c, 3H); 1.85 (c, 2H); 2.21 (c, 1H); 2.8 (C, 2H); 3.0 (c, 1H); 3.3 (d,...